From a dataset of the Open Reaction Database (ORD), a public repository of structured organic reaction records. describe an organic reaction: reactants, conditions, products, and yield Starting materials: FC1=C(C=CC(=C1)I)N(C(OC(C)(C)C)=O)C=1N(C(C=CC1NS(=O)(=O)C1(CC1)CC=O)=O)C (tert-butyl (2-fluoro-4-iodophenyl)[1-methyl-6-oxo-3-({[1-(2-oxoethyl)cyclopropyl]sulfonyl}amino)-1,6-dihydropyridin-2-yl]carbamate), [BH4-].[Na+] (NaBH4). Solvent: CO (MeOH). Reaction conditions: time 1 hour. Product: FC1=C(C=CC(=C1)I)N(C(OC(C)(C)C)=O)C=1N(C(C=CC1NS(=O)(=O)C1(CC1)CCO)=O)C (tert-butyl (2-fluoro-4-iodophenyl)[3-({[1-(2-hydroxyethyl)cyclopropyl]sulfonyl}amino)-1-methyl-6-oxo-1,6-dihydropyridin-2-yl]carbamate). Isolated yield 79.2%. RXN SMILES: [F:1][C:2]1[CH:7]=[C:6]([I:8])[CH:5]=[CH:4][C:3]=1[N:9]([C:17]1[N:18]([CH3:34])[C:19](=[O:33])[CH:20]=[CH:21][C:22]=1[NH:23][S:24]([C:27]1([CH2:30][CH:31]=[O:32])[CH2:29][CH2:28]1)(=[O:26])=[O:25])[C:10](=[O:16])[O:11][C:12]([CH3:15])([CH3:14])[CH3:13].[BH4-].[Na+]>CO>[F:1][C:2]1[CH:7]=[C:6]([I:8])[CH:5]=[CH:4][C:3]=1[N:9]([C:17]1[N:18]([CH3:34])[C:19](=[O:33])[CH:20]=[CH:21][C:22]=1[NH:23][S:24]([C:27]1([CH2:30][CH2:31][OH:32])[CH2:29][CH2:28]1)(=[O:26])=[O:25])[C:10](=[O:16])[O:11][C:12]([CH3:15])([CH3:14])[CH3:13] |f:1.2|. Procedure: To a solution of the crude tert-butyl (2-fluoro-4-iodophenyl)[1-methyl-6-oxo-3-({[1-(2-oxoethyl)cyclopropyl]sulfonyl}amino)-1,6-dihydropyridin-2-yl]carbamate (88% UV, 97 mg, 0.160 mmol) in MeOH at 0° C. under a nitrogen atmosphere was added NaBH4 (4 eq, 25 mg, 0.641 mmol). The reaction mixture was stirred at this temperature for 1 hour and then allowed to warm up to room temperature. The solvent was removed under reduced pressure, the residue partitioned between EtOAc (10 ml), H2O (5 ml) and 1N ... Starting materials: [Si](C)(C)(C(C)(C)C)O[C@H]1C[C@@H](CC2=CC=C3[C@@H]4CC=C([C@@H](C)O)[C@]4(CC[C@@H]3[C@@]12C)C)O[Si](C)(C)C(C)(C)C (1α,3β-bis(tert-butyldimethylsilyloxy)-20(R)-hydroxypregna-5,7,16-triene), [H-].[Na+] (sodium hydride), C1COCCOCCOCCOCCO1 (15-crown-5), BrC\C=C/C(CC)(O[Si](CC)(CC)CC)CC ((Z)-1-bromo-4-ethyl-4-triethylsilyloxy-2-hexene). Solvent: O1CCCC1 (tetrahydrofuran). Product: [Si](C)(C)(C(C)(C)C)O[C@H]1C[C@@H](CC2=CC=C3[C@@H]4CC=C([C@@H](C)OC\C=C/C(CC)(O[Si](CC)(CC)CC)CC)[C@]4(CC[C@@H]3[C@@]12C)C)O[Si](C)(C)C(C)(C)C (1α,3β-bis(tert-butyldimethylsilyloxy)-20(R)-{(Z)-(4-ethyl-4-triethylsilyloxy-2-hexenyloxy)}pregna-5,7,16-triene). Isolated yield 98.9%. As a reaction SMILES: [Si:1]([O:8][C@@H:9]1[C@@:28]2([CH3:29])[C:13](=[CH:14][CH:15]=[C:16]3[C@@H:27]2[CH2:26][CH2:25][C@@:24]2([CH3:30])[C@H:17]3[CH2:18][CH:19]=[C:20]2[C@H:21]([OH:23])[CH3:22])[CH2:12][C@@H:11]([O:31][Si:32]([C:35]([CH3:38])([CH3:37])[CH3:36])([CH3:34])[CH3:33])[CH2:10]1)([C:4]([CH3:7])([CH3:6])[CH3:5])([CH3:3])[CH3:2].[H-].[Na+].C1OCCOCCOCCOCCOC1.Br[CH2:57]/[CH:58]=[CH:59]\[C:60]([CH2:71][CH3:72])([O:63][Si:64]([CH2:69][CH3:70])([CH2:67][CH3:68])[CH2:65][CH3:66])[CH2:61][CH3:62]>O1CCCC1>[Si:1]([O:8][C@@H:9]1[C@@:28]2([CH3:29])[C:13](=[CH:14][CH:15]=[C:16]3[C@@H:27]2[CH2:26][CH2:25][C@@:24]2([CH3:30])[C@H:17]3[CH2:18][CH:19]=[C:20]2[C@H:21]([O:23][CH2:57]/[CH:58]=[CH:59]\[C:60]([CH2:71][CH3:72])([O:63][Si:64]([CH2:69][CH3:70])([CH2:65][CH3:66])[CH2:67][CH3:68])[CH2:61][CH3:62])[CH3:22])[CH2:12][C@@H:11]([O:31][Si:32]([C:35]([CH3:37])([CH3:36])[CH3:38])([CH3:33])[CH3:34])[CH2:10]1)([C:4]([CH3:7])([CH3:6])[CH3:5])([CH3:3])[CH3:2] |f:1.2|. Procedure: Under the same conditions as in Example 83, 1α,3β-bis(tert-butyldimethylsilyloxy)-20(R)-hydroxypregna-5,7,16-triene (60.0 mg, 0.107 mmol), sodium hydride (60%, 17.1 mg, 0.428 mmol), 15-crown-5 (10 μl) and (Z)-1-bromo-4-ethyl-4-triethylsilyloxy-2-hexene (103 mg, 0.321 mmol) were reacted in tetrahydrofuran (1 ml) and worked up, and then the residue was purified by preparative thin layer chromatography (0.5 mm×2, hexane:ethyl acetate=40:1, developed once) to give the title compound as a colorless o... Starting materials: C(=O)(O)C1=NN(C(=C1OC)C1=CC=C(C=C1)Cl)C1=C(C=CC=C1)Cl (3-carboxy-1-(2-chlorophenyl)-5-(4-chlorophenyl)-4-methoxy-1H-pyrazole), C(O)([O-])=O.[Na+] (sodium hydrogencarbonate), NN1CCOCC1 (N-aminomorpholine), O.ON1N=NC2=C1C=CC=C2 (1-hydroxybenzotriazole hydrate). Solvent: C(Cl)Cl (methylene chloride), O (water). Run at time 8 hour. The product is ClC1=C(C=CC=C1)N1N=C(C(=C1C1=CC=C(C=C1)Cl)OC)C(NN1CCOCC1)=O (1-(2-chloro-phenyl)-5-(4-chlorophenyl)-4-methoxy-3-(N-morpholinocarbamoyl)-1H-pyrazole). The yield is 81.0%. Reaction SMILES: [C:1]([C:4]1[C:8]([O:9][CH3:10])=[C:7]([C:11]2[CH:16]=[CH:15][C:14]([Cl:17])=[CH:13][CH:12]=2)[N:6]([C:18]2[CH:23]=[CH:22][CH:21]=[CH:20][C:19]=2[Cl:24])[N:5]=1)(O)=[O:2].[NH2:25][N:26]1[CH2:31][CH2:30][O:29][CH2:28][CH2:27]1.O.ON1C2C=CC=CC=2N=N1.C(=O)([O-])O.[Na+]>C(Cl)Cl.O>[Cl:24][C:19]1[CH:20]=[CH:21][CH:22]=[CH:23][C:18]=1[N:6]1[C:7]([C:11]2[CH:12]=[CH:13][C:14]([Cl:17])=[CH:15][CH:16]=2)=[C:8]([O:9][CH3:10])[C:4]([C:1](=[O:2])[NH:25][N:26]2[CH2:31][CH2:30][O:29][CH2:28][CH2:27]2)=[N:5]1 |f:2.3,4.5|. Reported procedure: To a solution of 3-carboxy-1-(2-chlorophenyl)-5-(4-chlorophenyl)-4-methoxy-1H-pyrazole (3.5 g, compound obtained in Reference Example 1(6)) in methylene chloride (100 mL) was added N-aminomorpholine (1.47 g), water-soluble carbodiimide HCl (2.76 g) and 1-hydroxybenzotriazole hydrate (2.21 g), and the mixture was stirred at room temperature overnight. To the reaction mixture was added an aqueous sodium hydrogencarbonate solution and the mixture was stirred and extracted with chloroform. The organ... Starting materials: C1COCCO1, COC(=O)Cc1cc(-c2ccc(C(F)(F)F)cc2CN2CCOC2=O)ccc1OC, Cl, [Li+], [OH-], O. Product: COc1ccc(-c2ccc(C(F)(F)F)cc2CN2CCOC2=O)cc1CC(=O)O. RXN SMILES: [CH2:34]1[O:35][CH2:36][CH2:37][O:38][CH2:39]1.[CH3:1][O:2][C:3]([CH2:4][c:5]1[cH:6][c:7](-[c:13]2[c:14]([CH2:23][N:24]3[C:25](=[O:29])[O:26][CH2:27][CH2:28]3)[cH:15][c:16]([C:19]([F:20])([F:21])[F:22])[cH:17][cH:18]2)[cH:8][cH:9][c:10]1[O:11][CH3:12])=[O:30].[ClH:33].[Li+:31].[OH-:32].[OH2:40]>>[O:2]=[C:3]([CH2:4][c:5]1[cH:6][c:7](-[c:13]2[c:14]([CH2:23][N:24]3[C:25](=[O:29])[O:26][CH2:27][CH2:28]3)[cH:15][c:16]([C:19]([F:20])([F:21])[F:22])[cH:17][cH:18]2)[cH:8][cH:9][c:10]1[O:11][CH3:12])[OH:30].